From a dataset of the Open Reaction Database (ORD), a public repository of structured organic reaction records. describe an organic reaction: reactants, conditions, products, and yield The reactants are C1CCNC1, CCCCO, ClCCCCOc1ccc(C2(CNc3ccccn3)CCOCC2)cc1, [I-], [Na+], [Na+], [Na+], O=C([O-])[O-]. Yields the product c1ccc(NCC2(c3ccc(OCCCCN4CCCC4)cc3)CCOCC2)nc1. RXN SMILES: [CH2:27]1[CH2:28][CH2:29][NH:30][CH2:31]1.[CH2:40]([OH:41])[CH2:42][CH2:43][CH3:44].[Cl:1][CH2:2][CH2:3][CH2:4][CH2:5][O:6][c:7]1[cH:8][cH:9][c:10]([C:13]2([CH2:19][NH:20][c:21]3[n:22][cH:23][cH:24][cH:25][cH:26]3)[CH2:14][CH2:15][O:16][CH2:17][CH2:18]2)[cH:11][cH:12]1.[I-:39].[Na+:32].[Na+:33].[Na+:38].[O-:34][C:35](=[O:36])[O-:37]>>[CH2:2]([CH2:3][CH2:4][CH2:5][O:6][c:7]1[cH:8][cH:9][c:10]([C:13]2([CH2:19][NH:20][c:21]3[n:22][cH:23][cH:24][cH:25][cH:26]3)[CH2:14][CH2:15][O:16][CH2:17][CH2:18]2)[cH:11][cH:12]1)[N:30]1[CH2:29][CH2:28][CH2:27][CH2:31]1. The product is BrC1=CC=C(CN2C(=C(C3=CC(=CC=C23)OC)CC(C(=O)OC)(C)C)C)C=C1 (Methyl 3-[1-(p-bromobenzyl)-5-methoxy-2-methylindol-3-yl]-2,2-dimethylpropanoate). Procedure details: To a -78° C. solution of the ester from Step 1 (35 mg, 0.08 mmol) in 3 mL THF was added LDA (1.5M in cyclohexane, 0.1 mL, 0.15 mmol), and the solution was stirred for 30 min. A solution of iodomethane (0.1 mL, 1.6 mmol) in 1 mL HMPA was then added by syringe. The solution was stirred 15 min at -78° C., then warmed to 0° C. and quenched with saturated NH4Cl. The mixture was partitioned between ether and water and the organic layer was washed with water and brine and dried over MgSO4. The residue ... Run in C1CCOC1 (THF), CN(C)P(=O)(N(C)C)N(C)C (HMPA). Reactants: BrC1=CC=C(CN2C(=C(C3=CC(=CC=C23)OC)CC(C(=O)OC)C)C)C=C1 (Methyl 3-[1-(p-bromobenzyl)-5-methoxy-2-methylindol-3-yl]-2-methylpropanoate), [Li+].CC(C)[N-]C(C)C (LDA), IC (iodomethane). Reaction conditions: temperature 0 celsius, time 30 minute. As a reaction SMILES: [Br:1][C:2]1[CH:27]=[CH:26][C:5]([CH2:6][N:7]2[C:15]3[C:10](=[CH:11][C:12]([O:16][CH3:17])=[CH:13][CH:14]=3)[C:9]([CH2:18][CH:19]([CH3:24])[C:20]([O:22][CH3:23])=[O:21])=[C:8]2[CH3:25])=[CH:4][CH:3]=1.[Li+].[CH3:29]C([N-]C(C)C)C.IC>C1COCC1.CN(P(N(C)C)(N(C)C)=O)C>[Br:1][C:2]1[CH:27]=[CH:26][C:5]([CH2:6][N:7]2[C:15]3[C:10](=[CH:11][C:12]([O:16][CH3:17])=[CH:13][CH:14]=3)[C:9]([CH2:18][C:19]([CH3:29])([CH3:24])[C:20]([O:22][CH3:23])=[O:21])=[C:8]2[CH3:25])=[CH:4][CH:3]=1 |f:1.2|. Isolated yield 67.5%. The reactants are BrC1=CC=C(C=C1)C1=C(C(=NO1)C)N (5-(4-bromo-phenyl)-3-methyl-isoxazol-4-ylamine), ClC1=CC=C(C=C1)CCC(C)=O (4-(4-chloro-phenyl)-butan-2-one). Yields the product BrC1=CC=C(C=C1)C1=C(C(=NO1)C)NC(CCC1=CC=C(C=C1)Cl)C ([5-(4-Bromo-phenyl)-3-methyl-isoxazol-4-yl]-[3-(4-chloro-phenyl)-1-methyl-propyl]-amine). Reaction SMILES: [Br:1][C:2]1[CH:7]=[CH:6][C:5]([C:8]2[O:12][N:11]=[C:10]([CH3:13])[C:9]=2[NH2:14])=[CH:4][CH:3]=1.[Cl:15][C:16]1[CH:21]=[CH:20][C:19]([CH2:22][CH2:23][C:24](=O)[CH3:25])=[CH:18][CH:17]=1>>[Br:1][C:2]1[CH:3]=[CH:4][C:5]([C:8]2[O:12][N:11]=[C:10]([CH3:13])[C:9]=2[NH:14][CH:24]([CH3:25])[CH2:23][CH2:22][C:19]2[CH:18]=[CH:17][C:16]([Cl:15])=[CH:21][CH:20]=2)=[CH:6][CH:7]=1. Procedure: Prepared according to the procedure described in Example 8, Step 1, using 5-(4-bromo-phenyl)-3-methyl-isoxazol-4-ylamine and 4-(4-chloro-phenyl)-butan-2-one. Starting materials: C(C1=CC=CC=C1)C=1SC(=C(C1C(=O)C1=CC(=C(C=C1)OC)C(C)C)C)C ((2-benzyl-4,5-dimethylthiophen-3-yl)-(4-methoxy-3-isopropyl-phenyl)-methanone), B(Br)(Br)Br (boron tribromide), C(=O)=O.CC(=O)C (dry ice acetone). Run in C(Cl)Cl (CH2Cl2). Conditions: time 2 hour. The product is CC1=C(C2=C(S1)C=C1C=CC=CC1=C2C2=CC(=C(C=C2)O)C(C)C)C (4-(2,3-dimethyl-naphtho[2,3-b]thiophen-4-yl)-2-isopropyl-phenol). Yield: 27.0%. Reaction SMILES: [CH2:1]([C:8]1[S:9][C:10]([CH3:27])=[C:11]([CH3:26])[C:12]=1[C:13]([C:15]1[CH:20]=[CH:19][C:18]([O:21]C)=[C:17](C(C)C)[CH:16]=1)=O)[C:2]1[CH:7]=[CH:6][CH:5]=[CH:4][CH:3]=1.B(Br)(Br)Br.C(=O)=O.[CH3:35][C:36]([CH3:38])=O>C(Cl)Cl>[CH3:27][C:10]1[S:9][C:8]2[CH:1]=[C:2]3[C:3](=[C:13]([C:15]4[CH:20]=[CH:19][C:18]([OH:21])=[C:17]([CH:36]([CH3:38])[CH3:35])[CH:16]=4)[C:12]=2[C:11]=1[CH3:26])[CH:4]=[CH:5][CH:6]=[CH:7]3 |f:2.3|. Procedure details: At -78° C., to a stirred solution of (2-benzyl-4,5-dimethylthiophen-3-yl)-(4-methoxy-3-isopropyl-phenyl)-methanone (6.48 g, 0.0178 mol) in CH2Cl2 (75 mL) was added dropwise boron tribromide (9.4 mL, 0.099 mol). After the addition was complete the dry ice/acetone bath was removed and the reaction was stirred for 2 h. The reaction was quenched into KH2PO4 (100 mL), extracted with CH2Cl2 and concentrated. Purification on silica gel, eluting with 5% EtOAc/pet. ether, gave 1.67 g (27%) of the title c...